This data is from the Open Reaction Database (ORD), a public repository of structured organic reaction records. The task is: describe an organic reaction: reactants, conditions, products, and yield Reactants: ClC=1C(=NC=NC1C(C)Cl)NC(C)C1=CC=CC=C1 (5-chloro-6-(1-chloroethyl)-4-(1-phenylethylamino)pyrimidine), [Na].CS (methanethiol sodium salt). Run in CO (methanol). Conditions: time 3 hour. Yields the product ClC=1C(=NC=NC1C(C)SC)NC(C)C1=CC=CC=C1 (5-chloro-6-(1-methylthioethyl)-4-(1-phenylethylamino)pyrimidine). Reaction SMILES: [Cl:1][C:2]1[C:3]([NH:11][CH:12]([C:14]2[CH:19]=[CH:18][CH:17]=[CH:16][CH:15]=2)[CH3:13])=[N:4][CH:5]=[N:6][C:7]=1[CH:8](Cl)[CH3:9].[Na].[CH3:21][SH:22]>CO>[Cl:1][C:2]1[C:3]([NH:11][CH:12]([C:14]2[CH:19]=[CH:18][CH:17]=[CH:16][CH:15]=2)[CH3:13])=[N:4][CH:5]=[N:6][C:7]=1[CH:8]([S:22][CH3:21])[CH3:9] |f:1.2,^1:19|. Procedure: In 30 ml of methanol was dissolved 1.20 g of 5-chloro-6-(1-chloroethyl)-4-(1-phenylethylamino)pyrimidine, and to the mixture was added 2.89 g of a methanethiol sodium salt 15% aqueous solution. The mixture was stirred at room temperature for 3 hours.